Dataset: the Open Reaction Database (ORD), a public repository of structured organic reaction records. Task: describe an organic reaction: reactants, conditions, products, and yield Reactants: CS(C)=O, CCN(C(C)C)C(C)C, CSc1nc(Cl)c(F)c(NNC(=O)C(CC2CCCC2)CN(C=O)OC2CCCCO2)n1, Cl, C1CNC1. Product: CSc1nc(NNC(=O)C(CC2CCCC2)CN(C=O)OC2CCCCO2)c(F)c(N2CCC2)n1. Reaction SMILES: [CH3:47][S:48]([CH3:49])=[O:50].[CH:38]([N:39]([CH2:40][CH3:41])[CH:42]([CH3:43])[CH3:44])([CH3:45])[CH3:46].[Cl:1][c:2]1[c:3]([F:32])[c:4]([NH:10][NH:11][C:12]([CH:13]([CH2:14][N:15]([CH:16]=[O:17])[O:18][CH:19]2[O:20][CH2:21][CH2:22][CH2:23][CH2:24]2)[CH2:25][CH:26]2[CH2:27][CH2:28][CH2:29][CH2:30]2)=[O:31])[n:5][c:6]([S:8][CH3:9])[n:7]1.[ClH:33].[NH:34]1[CH2:35][CH2:36][CH2:37]1>>[c:2]1([N:34]2[CH2:35][CH2:36][CH2:37]2)[c:3]([F:32])[c:4]([NH:10][NH:11][C:12]([CH:13]([CH2:14][N:15]([CH:16]=[O:17])[O:18][CH:19]2[O:20][CH2:21][CH2:22][CH2:23][CH2:24]2)[CH2:25][CH:26]2[CH2:27][CH2:28][CH2:29][CH2:30]2)=[O:31])[n:5][c:6]([S:8][CH3:9])[n:7]1. Starting materials: Cl (HCl), C[C@]1(C([C@@H](CC1)CC1=NOC(=N1)C(F)(F)F)(C)C)NC(OC(C)(C)C)=O (tert-Butyl (1S,3S)-1,2,2-trimethyl-3-((5-(trifluoromethyl)-1,2,4-oxadiazol-3-yl)methyl)cyclopentylcarbamate), N1=CC=CC=C1 (pyridine), C1(CCCCC1)C(=O)Cl (cyclohexanecarbonylchloride). Run in C(C)(=O)OCC (ethyl acetate), C1(=CC=CC=C1)C (toluene), C(C)(=O)OCC (ethyl acetate), C(C)(=O)OCC (ethyl acetate). Conditions: time 3 hour. The product is C1(CCCCC1)C1=NC(=NO1)C[C@H]1C([C@](CC1)(N)C)(C)C ((1S,3S)-3-((5-Cyclohexyl-1,2,4-oxadiazol-3-yl)methyl)-1,2,2-trimethyl cyclopentanamine). RXN SMILES: [CH3:1][C@:2]1([NH:19]C(=O)OC(C)(C)C)[CH2:6][CH2:5][C@@H:4]([CH2:7][C:8]2[N:12]=[C:11]([C:13](F)(F)F)[O:10][N:9]=2)[C:3]1([CH3:18])[CH3:17].N1[CH:32]=[CH:31][CH:30]=[CH:29][CH:28]=1.C1(C(Cl)=O)CCCCC1.Cl>C1(C)C=CC=CC=1.C(OCC)(=O)C>[CH:13]1([C:11]2[O:10][N:9]=[C:8]([CH2:7][C@@H:4]3[CH2:5][CH2:6][C@:2]([CH3:1])([NH2:19])[C:3]3([CH3:17])[CH3:18])[N:12]=2)[CH2:32][CH2:31][CH2:30][CH2:29][CH2:28]1. Procedure details: To a solution of tert-butyl {(1S,3S)-3-[(2Z)-2-amino-2-(hydroxyimino)ethyl]-1,2,2-trimethylcyclopentyl}carbamate (prepared in Step-1 example 56)(0.3 g, 1 mmol) in toluene, pyridine (0.079 g, 1 mmol) and cyclohexanecarbonylchloride was added and stirred for 3 hours. The reaction mixture was refluxed for another 12 h. The reaction mixture diluted with ethyl acetate, washed with 0.1N HCl. Ethyl acetate layer was separated, dried and concentrated, residue purified by silica column chromatography usi...